Dataset: the Open Reaction Database (ORD), a public repository of structured organic reaction records. Task: describe an organic reaction: reactants, conditions, products, and yield The reactants are CN, CO, COC(=O)C(=NOCF)c1ccccc1COc1ccn(-c2ccc(Cl)cc2)n1. Product: CNC(=O)C(=NOCF)c1ccccc1COc1ccn(-c2ccc(Cl)cc2)n1. Reaction SMILES: [CH3:30][NH2:31].[CH3:32][OH:33].[Cl:1][c:2]1[cH:3][cH:4][c:5](-[n:8]2[n:9][c:10]([O:13][CH2:14][c:15]3[c:16]([C:21]([C:22](=[O:23])[O:24][CH3:25])=[N:26][O:27][CH2:28][F:29])[cH:17][cH:18][cH:19][cH:20]3)[cH:11][cH:12]2)[cH:6][cH:7]1>>[Cl:1][c:2]1[cH:3][cH:4][c:5](-[n:8]2[n:9][c:10]([O:13][CH2:14][c:15]3[c:16]([C:21]([C:22](=[O:23])[NH:31][CH3:30])=[N:26][O:27][CH2:28][F:29])[cH:17][cH:18][cH:19][cH:20]3)[cH:11][cH:12]2)[cH:6][cH:7]1. The reactants are BrC=1N=C(C(=NC1)N)OC (5-bromo-3-methoxy-2-pyrazinamine), ClC1=C(C=CC(=C1)Cl)S(=O)(=O)Cl (2,4-dichlorobenzenesulphonyl chloride). The product is BrC=1N=C(C(=NC1)NS(=O)(=O)C1=C(C=C(C=C1)Cl)Cl)OC (N-(5-Bromo-3-methoxy-2-pyrazinyl)-2,4-dichlorobenzenesulphonamide). Reaction SMILES: [Br:1][C:2]1[N:3]=[C:4]([O:9][CH3:10])[C:5]([NH2:8])=[N:6][CH:7]=1.[Cl:11][C:12]1[CH:17]=[C:16]([Cl:18])[CH:15]=[CH:14][C:13]=1[S:19](Cl)(=[O:21])=[O:20]>>[Br:1][C:2]1[N:3]=[C:4]([O:9][CH3:10])[C:5]([NH:8][S:19]([C:13]2[CH:14]=[CH:15][C:16]([Cl:18])=[CH:17][C:12]=2[Cl:11])(=[O:21])=[O:20])=[N:6][CH:7]=1. Procedure details: Prepared by the method of Example 1 (reaction performed at room temperature) using 5-bromo-3-methoxy-2-pyrazinamine (0.2 g) and 2,4-dichlorobenzenesulphonyl chloride (0.24 g). Yield 0.059 g. The reactants are BrC1=NN=C(S1)N (5-bromo-1,3,4-thiadiazol-2-ylamine), OP(=O)([O-])[O-].[K+].[K+] (K2HPO4), C(=O)(OC(C)(C)C)NCCN (Boc-ethylenediamine). Run in CN(C)C=O (DMF). Conditions: time 18 hour. Yields the product NC1=NN=C(S1)NCCNC(OC(C)(C)C)=O (tert-Butyl N-{2-[(5-amino-1,3,4-thiadiazol-2-yl)amino]ethyl}carbamate). The yield is 79.4%. As a reaction SMILES: Br[C:2]1[S:6][C:5]([NH2:7])=[N:4][N:3]=1.OP([O-])([O-])=O.[K+].[K+].[C:15]([NH:22][CH2:23][CH2:24][NH2:25])([O:17][C:18]([CH3:21])([CH3:20])[CH3:19])=[O:16]>CN(C=O)C>[NH2:7][C:5]1[S:6][C:2]([NH:25][CH2:24][CH2:23][NH:22][C:15](=[O:16])[O:17][C:18]([CH3:19])([CH3:20])[CH3:21])=[N:3][N:4]=1 |f:1.2.3|. Procedure details: A mixture of 5-bromo-1,3,4-thiadiazol-2-ylamine (5.40 g), K2HPO4 (7.84 g), and Boc-ethylenediamine (9.6 g) in 20 ml of DMF is stirred at ambient temperature for 18 hours. The solid paste obtained is recrystallized from 100 ml of acetonitrile and 100 ml of water to provide 6.18 g (79%) of the title compound. Reactants: Cl, CSc1nc(N)cc(N2CCC(NC(=O)OC(C)(C)C)CC2)n1, C1COCCO1. Yields the product Cl, CSc1nc(N)cc(N2CCC(N)CC2)n1. RXN SMILES: [ClH:1].[NH2:2][c:3]1[cH:4][c:5]([N:11]2[CH2:12][CH2:13][CH:14]([NH:17][C:18](=[O:19])[O:20][C:21]([CH3:22])([CH3:23])[CH3:24])[CH2:15][CH2:16]2)[n:6][c:7]([S:9][CH3:10])[n:8]1.[O:25]1[CH2:26][CH2:27][O:28][CH2:29][CH2:30]1>>[ClH:1].[NH2:2][c:3]1[cH:4][c:5]([N:11]2[CH2:12][CH2:13][CH:14]([NH2:17])[CH2:15][CH2:16]2)[n:6][c:7]([S:9][CH3:10])[n:8]1. The solvent is CN(C=O)C (N,N-dimethylformamide), CN(C=O)C (N,N-dimethylformamide). RXN SMILES: Br[C:2]1[CH:3]=[C:4]2[C:9](=[CH:10][CH:11]=1)[C:8](=[O:12])[NH:7][C:6](=[O:13])[C:5]2=[CH:14][NH:15][C:16]1[CH:21]=[CH:20][C:19]([CH2:22][N:23]2[CH2:27][CH2:26][CH2:25][CH2:24]2)=[CH:18][CH:17]=1.[O:28]1[CH:32]=[CH:31][CH:30]=[C:29]1B(O)O.C(=O)([O-])[O-].[Cs+].[Cs+]>CN(C)C=O>[O:28]1[CH:32]=[CH:31][CH:30]=[C:29]1[C:2]1[CH:3]=[C:4]2[C:9](=[CH:10][CH:11]=1)[C:8](=[O:12])[NH:7][C:6](=[O:13])[C:5]2=[CH:14][NH:15][C:16]1[CH:17]=[CH:18][C:19]([CH2:22][N:23]2[CH2:24][CH2:25][CH2:26][CH2:27]2)=[CH:20][CH:21]=1 |f:2.3.4|. Procedure: To a suspension of 6-bromo-4-[(4-pyrrolidin-1-ylmethyl-phenylamino)-methylene]-4H-isoquinoline-1,3-dione (40 mg, 0.1 mmol) in N,N-dimethylformamide (1 mL) is added 2-furanboronic acid (11.2 mg, 0.1 mmol), followed by 60 μL of 2M aqueous cesium carbonate and tetrakis triphenylphosphine palladium (6 mg, 0.005 mmol). The reaction mixture is subjected to microwave heating at 150° C. for 100 seconds. The reaction mixture is then diluted to 2 mL with N,N-dimethylformamide and purified by C18 reverse p... Reaction conditions: temperature 150 celsius. Starting materials: O1C(=CC=C1)B(O)O (2-furanboronic acid), tetrakis triphenylphosphine palladium, BrC=1C=C2C(C(NC(C2=CC1)=O)=O)=CNC1=CC=C(C=C1)CN1CCCC1 (6-bromo-4-[(4-pyrrolidin-1-ylmethyl-phenylamino)-methylene]-4H-isoquinoline-1,3-dione), C([O-])([O-])=O.[Cs+].[Cs+] (cesium carbonate). Yields the product O1C(=CC=C1)C=1C=C2C(C(NC(C2=CC1)=O)=O)=CNC1=CC=C(C=C1)CN1CCCC1 (6-Furan-2-yl-4-[(4-pyrrolidin-1-ylmethyl-phenylamino)-methylene]-4H-isoquinoline-1,3-dione). Reactants: CN1C(=NC(=CC1=S)N1CCOCC1)CC(=O)[O-].[Na+] (sodium (1-methyl-4-morpholin-4-yl-6-thioxo-1,6-dihydropyrimidin-2-yl)acetate), Cl.CN(CCCN=C=NCC)C (N-[3-(dimethylamino)propyl]-N′-ethylcarbodiimide hydrochloride), ClC1=C2CCNC2=CC=C1 (4-chloro-2,3-dihydro-1H-indole). The solvent is CN(C)C=O (DMF), N1=CC=CC=C1 (pyridine). Yields the product ClC1=C2CCN(C2=CC=C1)C(CC=1N(C(C=C(N1)N1CCOCC1)=S)C)=O (1-(4-chloro-2,3-dihydroindol-1-yl)-2-(1-methyl-4-morpholin-4-yl-6-thioxo-1,6-dihydropyrimidin-2-yl)ethanone). As a reaction SMILES: [CH3:1][N:2]1[C:7](=[S:8])[CH:6]=[C:5]([N:9]2[CH2:14][CH2:13][O:12][CH2:11][CH2:10]2)[N:4]=[C:3]1[CH2:15][C:16]([O-:18])=O.[Na+].Cl.CN(C)CCCN=C=NCC.[Cl:32][C:33]1[CH:41]=[CH:40][CH:39]=[C:38]2[C:34]=1[CH2:35][CH2:36][NH:37]2>CN(C=O)C.N1C=CC=CC=1>[Cl:32][C:33]1[CH:41]=[CH:40][CH:39]=[C:38]2[C:34]=1[CH2:35][CH2:36][N:37]2[C:16](=[O:18])[CH2:15][C:3]1[N:2]([CH3:1])[C:7](=[S:8])[CH:6]=[C:5]([N:9]2[CH2:10][CH2:11][O:12][CH2:13][CH2:14]2)[N:4]=1 |f:0.1,2.3|. Procedure: The product is prepared by following the procedure described in example 4e (step 4e) using 250 mg of sodium (1-methyl-4-morpholin-4-yl-6-thioxo-1,6-dihydropyrimidin-2-yl)acetate in 6 ml of DMF and 6 ml of pyridine are added 512 mg of N-[3-(dimethylamino)propyl]-N′-ethylcarbodiimide hydrochloride and 158 mg of 4-chloro-2,3-dihydro-1H-indole.